From a dataset of the Open Reaction Database (ORD), a public repository of structured organic reaction records. describe an organic reaction: reactants, conditions, products, and yield Starting materials: CC1=C(C=2C(C(CC2C2=C1OC(C2)C(=O)O)CCC)O)C (4,5-dimethyl-6-hydroxy-7-propyl-1,2,7,8-tetrahydro-6H-indeno[5,4-b]furan-2-carboxylic acid), S(O)(O)(=O)=O (sulfuric acid). Reagents/catalysts: [O-2].[O-2].[O-2].[Cr+6] (chromium trioxide). Solvent: CC(=O)C (acetone), O (water). Yields the product CC1=C(C=2C(C(CC2C2=C1OC(C2)C(=O)O)CCC)=O)C (4,5-dimethyl-6-oxo-7-propyl-1,2,7,8-tetrahydro-6H-indeno-[5,4-b]furan-2-carboxylic acid). As a reaction SMILES: [CH3:1][C:2]1[C:10]2[O:11][CH:12]([C:14]([OH:16])=[O:15])[CH2:13][C:9]=2[C:8]2[CH2:7][CH:6]([CH2:17][CH2:18][CH3:19])[CH:5]([OH:20])[C:4]=2[C:3]=1[CH3:21].S(=O)(=O)(O)O>CC(C)=O.O.[O-2].[O-2].[O-2].[Cr+6]>[CH3:1][C:2]1[C:10]2[O:11][CH:12]([C:14]([OH:16])=[O:15])[CH2:13][C:9]=2[C:8]2[CH2:7][CH:6]([CH2:17][CH2:18][CH3:19])[C:5](=[O:20])[C:4]=2[C:3]=1[CH3:21] |f:4.5.6.7|. Procedure: A stirred suspension of 4,5-dimethyl-6-hydroxy-7-propyl-1,2,7,8-tetrahydro-6H-indeno[5,4-b]furan-2-carboxylic acid (5.0 g., 0.017 mole) in acetone (250 ml.) is treated over a ten minute period with an oxidizing reagent prepared from chromium trioxide (2.5 g. and concentrated sulfuric acid (2.2 ml.) in water (18 ml.). The acetone solution is decanted from the precipitated chromium salts and poured into water (700 ml.) affording 4,5-dimethyl-6-oxo-7-propyl-1,2,7,8-tetrahydro-6H-indeno-[5,4-b]furan... Starting materials: O (H2O), N1C=NC2=C1C=CC=C2O (1H-benzoimidazol-4-ol), C1CCOC1 (THF), C[Si](CCOCCl)(C)C (2-(trimethylsilyl)ethoxymethyl chloride), [H-].[Na+] (NaH). Run in CCOCC (Et2O). Reaction conditions: time 1.5 hour. The product is C[Si](CCOCOC1=CC=CC=2N(C=NC21)COCC[Si](C)(C)C)(C)C (4-(2-Trimethylsilanyl-ethoxymethoxy)-1-(2-trimethylsilanyl-ethoxymethyl)-1H-benzoimidazole). Reaction SMILES: [NH:1]1[C:5]2[CH:6]=[CH:7][CH:8]=[C:9]([OH:10])[C:4]=2[N:3]=[CH:2]1.[H-].[Na+].[CH3:13][Si:14]([CH3:21])([CH3:20])[CH2:15][CH2:16][O:17][CH2:18]Cl.O.C1[CH2:27][O:26][CH2:25][CH2:24]1>CCOCC>[CH3:13][Si:14]([CH3:21])([CH3:20])[CH2:15][CH2:16][O:17][CH2:18][O:10][C:9]1[C:4]2[N:3]=[CH:2][N:1]([CH2:27][O:26][CH2:25][CH2:24][Si:14]([CH3:20])([CH3:15])[CH3:13])[C:5]=2[CH:6]=[CH:7][CH:8]=1 |f:1.2|. Procedure: To a stirred suspension of 1H-benzoimidazol-4-ol (440 mg, 3.28 mmol) in THF (13 mL) at room temperature was added NaH (60% dispersion in mineral oil; 276 mg, 6.89 mmol) in 3 portions over 15 min. The mixture was stirred at room temperature for 1.5 hours before it was heated to 65° C. for 30 min. The THF was removed and replaced with DMF (10 mL) and the mixture was warmed to 65° C. for 30 min. The mixture was cooled to 10° C., 2-(trimethylsilyl)ethoxymethyl chloride (1.19 mL, 6.72 mmol) was added... Reactants: FC1=NC=CC=C1C(F)(F)F (Fluoro-3-(trifluoromethyl)pyridine), C([O-])([O-])=O.[Cs+].[Cs+] (cesium carbonate), OC1=CC=C(C(=O)OCC)C=C1 (ethyl 4-hydroxybenzoate). Solvent: CS(=O)C (DMSO), O (water). Reaction conditions: temperature 80 celsius. The product is FC(C=1C(=NC=CC1)OC1=CC=C(C(=O)OCC)C=C1)(F)F (Ethyl 4-(3-(trifluoromethyl)pyridin-2-yloxy)benzoate). As a reaction SMILES: F[C:2]1[C:7]([C:8]([F:11])([F:10])[F:9])=[CH:6][CH:5]=[CH:4][N:3]=1.C(=O)([O-])[O-].[Cs+].[Cs+].[OH:18][C:19]1[CH:29]=[CH:28][C:22]([C:23]([O:25][CH2:26][CH3:27])=[O:24])=[CH:21][CH:20]=1>CS(C)=O.O>[F:9][C:8]([F:11])([F:10])[C:7]1[C:2]([O:18][C:19]2[CH:20]=[CH:21][C:22]([C:23]([O:25][CH2:26][CH3:27])=[O:24])=[CH:28][CH:29]=2)=[N:3][CH:4]=[CH:5][CH:6]=1 |f:1.2.3|. Procedure details: Fluoro-3-(trifluoromethyl)pyridine (848 mg, 5137 μmol), cesium carbonate (2008 mg, 6164 μmol) and ethyl 4-hydroxybenzoate (854 mg, 5137 μmol) were combined in DMSO (12 mL) and heated to 80° C. overnight. After complete disappearance of starting material, the mixture was cooled to RT and diluted with water and extracted with ethyl acetate. The combined organics were washed with brine, dried over Na2SO4, filtered and concentrated to give the desired product which was used without further purificat... Starting materials: C(C)(C)(C)OC(NC1=CC=2N(C=C1)N=C(N2)N(C)CCF)=O ({2-[(2-fluoro-ethyl)-methyl-amino]-[1,2,4]triazolo[1,5-a]pyridin-7-yl}-carbamic acid tert-butyl ester), Cl (hydrochloric acid), O1CCOCC1 (dioxane). Reaction conditions: temperature 25 celsius, time 16 hour. Product: Cl.FCCN(C1=NN2C(C=C(C=C2)N)=N1)C (N2-(2-Fluoro-ethyl)-N2-methyl-[1,2,4]triazolo[1,5-a]pyridine-2,7-diamine hydrochloride). Yield: 96.3%. RXN SMILES: C(OC(=O)[NH:7][C:8]1[CH:13]=[CH:12][N:11]2[N:14]=[C:15]([N:17]([CH2:19][CH2:20][F:21])[CH3:18])[N:16]=[C:10]2[CH:9]=1)(C)(C)C.[ClH:23].O1CCOCC1>>[ClH:23].[F:21][CH2:20][CH2:19][N:17]([CH3:18])[C:15]1[N:16]=[C:10]2[CH:9]=[C:8]([NH2:7])[CH:13]=[CH:12][N:11]2[N:14]=1 |f:3.4|. Procedure: A mixture of {2-[(2-fluoro-ethyl)-methyl-amino]-[1,2,4]triazolo[1,5-a]pyridin-7-yl}-carbamic acid tert-butyl ester (1.7 g, 5.5 mmol) and hydrochloric acid in dioxane (4N, 39.2 ml, 156.7 mmol) was stirred at 25° C. for 16 h. Volatiles were removed in vacuo to afford N2-(2-Fluoro-ethyl)-N2-methyl-[1,2,4]triazolo[1,5-a]pyridine-2,7-diamine hydrochloride as a light yellow solid (1.3 g, 96.3%). MS: m/z=210.2 (M+H+). Reactants: CN1C(C(C2=CC=CC=C12)(C)C)=C (1,3,3-trimethyl-2-methyleneindoline), N(=O)C1=C(C=CC2=CC=C(C=C12)O)O (1-nitroso-2,7-dihydroxynaphthalene). Run in C(C)O (ethanol). The product is CN1C2=CC=CC=C2C(C12C=NC1=C(O2)C=CC2=CC=C(C=C21)O)(C)C (1,3,3-trimethyl-9'-hydroxyspiro[indoline-2,3'-[3H]-naphtho[2,1-b] (1,4)oxazine]). The yield is 24.7%. As a reaction SMILES: [CH3:1][N:2]1[C:10]2[C:5](=[CH:6][CH:7]=[CH:8][CH:9]=2)[C:4]([CH3:12])([CH3:11])[C:3]1=[CH2:13].[N:14]([C:16]1[C:25]2[C:20](=[CH:21][CH:22]=[C:23]([OH:26])[CH:24]=2)[CH:19]=[CH:18][C:17]=1[OH:27])=O>C(O)C>[CH3:1][N:2]1[C:3]2([O:27][C:17]3[CH:18]=[CH:19][C:20]4[C:25]([C:16]=3[N:14]=[CH:13]2)=[CH:24][C:23]([OH:26])=[CH:22][CH:21]=4)[C:4]([CH3:11])([CH3:12])[C:5]2[C:10]1=[CH:9][CH:8]=[CH:7][CH:6]=2. Reported procedure: In 100 ml of ethanol, 9.2 g (53 mmol) of 1,3,3-trimethyl-2-methyleneindoline and 10 g (53 mmol) of 1-nitroso-2,7-dihydroxynaphthalene were dissolved and the solution was heated to reflux for 3 hours. After removing the solvent, recrystallization was conducted using benzene to obtain 4.5 g of 1,3,3-trimethyl-9'-hydroxyspiro[indoline-2,3'-[3H]-naphtho[2,1-b] (1,4)oxazine] in the form of green-white solid. In 50 ml of methylene dichloride, 1.5 g (4.4 mmol) of the thus obtained spirooxazine compound... Reactants: C(C1=CC=CC=C1)C=1C=C(C(=C(C1)C(CC(C(=O)OCC)=O)=O)OC)OC (ethyl 4-(5-benzyl-2,3-dimethoxyphenyl)-2,4-dioxobutyrate), resultant mixture. Solvent: C(C)O (ethanol), [OH-].[Na+] (NaOH). The product is C(C1=CC=CC=C1)C=1C=C(C(=C(C1)C(CC(C(=O)O)=O)=O)OC)OC (4-(5-Benzyl-2,3-dimethoxyphenyl)-2,4-dioxobutyric acid). Reaction SMILES: [CH2:1]([C:8]1[CH:9]=[C:10]([O:26][CH3:27])[C:11]([O:24][CH3:25])=[C:12]([C:14](=[O:23])[CH2:15][C:16](=[O:22])[C:17]([O:19]CC)=[O:18])[CH:13]=1)[C:2]1[CH:7]=[CH:6][CH:5]=[CH:4][CH:3]=1>C(O)C.[OH-].[Na+]>[CH2:1]([C:8]1[CH:9]=[C:10]([O:26][CH3:27])[C:11]([O:24][CH3:25])=[C:12]([C:14](=[O:23])[CH2:15][C:16](=[O:22])[C:17]([OH:19])=[O:18])[CH:13]=1)[C:2]1[CH:3]=[CH:4][CH:5]=[CH:6][CH:7]=1 |f:2.3|. Procedure: To a solution of ethyl 4-(5-benzyl-2,3-dimethoxyphenyl)-2,4-dioxobutyrate (0.59 g) in ethanol (8 mL), aq. NaOH (1 M, 6.4 mL) was added. The resultant mixture was stirred at room temp for 2 h. The product mixture was concentrated under vacuum. The residue was partitioned between ethyl acetate and aq. HCl. The organic extract was washed with brine, dried over magnesium sulfate, filtered, and concentrated under vacuum. The residue was triturated with a mixture of diethyl ether and hexane. Filtratio...